This data is from the Open Reaction Database (ORD), a public repository of structured organic reaction records. The task is: describe an organic reaction: reactants, conditions, products, and yield The reactants are O=C([O-])[O-], CO, CO, CC(=O)OCC(=O)N1CCN(CCCc2c(C=O)[nH]c3c2CCCC3)CC1, ClCCl, [K+], [K+], O. Yields the product O=Cc1[nH]c2c(c1CCCN1CCN(C(=O)CO)CC1)CCCC2. As a reaction SMILES: [C:28](=[O:29])([O-:30])[O-:31].[CH3:35][OH:36].[CH3:37][OH:38].[CH:1](=[O:2])[c:3]1[nH:4][c:5]2[c:10]([c:11]1[CH2:12][CH2:13][CH2:14][N:15]1[CH2:16][CH2:17][N:18]([C:21]([CH2:22][O:23][C:24](=[O:25])[CH3:26])=[O:27])[CH2:19][CH2:20]1)[CH2:9][CH2:8][CH2:7][CH2:6]2.[Cl:39][CH2:40][Cl:41].[K+:32].[K+:33].[OH2:34]>>[CH:1](=[O:2])[c:3]1[nH:4][c:5]2[c:10]([c:11]1[CH2:12][CH2:13][CH2:14][N:15]1[CH2:16][CH2:17][N:18]([C:21]([CH2:22][OH:23])=[O:27])[CH2:19][CH2:20]1)[CH2:9][CH2:8][CH2:7][CH2:6]2. Reactants: O1C(COC2=CC=C(C=C2)OCCOC)C1 (1-(2,3-epoxypropoxy)-4-(2-methoxyethoxy)benzene), C(C1=CC=CC=C1)NCCOC1=C(C(C(=O)N)=CC=C1)O (3-(2-benzylaminoethoxy)salicylamide). Yields the product C(N)(=O)C=1C(=C(OCCN(CC(COC2=CC=C(C=C2)OCCOC)O)CC2=CC=CC=C2)C=CC1)O (1-[N-[2-(3-carbamoyl-2-hydroxyphenoxy)ethyl]benzylamino]-3-[4-(2-methoxyethoxy)phenoxy]propan-2-ol). Reaction SMILES: [O:1]1[CH2:16][CH:2]1[CH2:3][O:4][C:5]1[CH:10]=[CH:9][C:8]([O:11][CH2:12][CH2:13][O:14][CH3:15])=[CH:7][CH:6]=1.[CH2:17]([NH:24][CH2:25][CH2:26][O:27][C:28]1[CH:36]=[CH:35][CH:34]=[C:30]([C:31]([NH2:33])=[O:32])[C:29]=1[OH:37])[C:18]1[CH:23]=[CH:22][CH:21]=[CH:20][CH:19]=1>>[C:31]([C:30]1[C:29]([OH:37])=[C:28]([CH:36]=[CH:35][CH:34]=1)[O:27][CH2:26][CH2:25][N:24]([CH2:17][C:18]1[CH:19]=[CH:20][CH:21]=[CH:22][CH:23]=1)[CH2:16][CH:2]([OH:1])[CH2:3][O:4][C:5]1[CH:10]=[CH:9][C:8]([O:11][CH2:12][CH2:13][O:14][CH3:15])=[CH:7][CH:6]=1)(=[O:32])[NH2:33]. Reported procedure: By reacting 2.5 g of 1-(2,3-epoxypropoxy)-4-(2-methoxyethoxy)benzene with 2.9 g of crude 3-(2-benzylaminoethoxy)salicylamide obtained according to Example (25c), analogously to Example (4a), 1-[N-[2-(3-carbamoyl-2-hydroxyphenoxy)ethyl]benzylamino]-3-[4-(2-methoxyethoxy)phenoxy]propan-2-ol is obtained as an oil which is further processed in this state Reactants: ClC1=NC(=CC(=C1)C1=CN=C2N1C=C(C=C2)NC2CC(CCC2)O)Cl ((1SR,3RS)-3-[3-(2,6-dichloro-pyridin-4-yl)-imidazo[1,2-a]pyridin-6-ylamino)-cyclohexanol), ClC1=NC(=CC(=C1)C1=CN=C2N1C=C(C=C2)NC2CC(CCC2)O)Cl ((1SR,3RS)-3-[3-(2,6-dichloro-pyridin-4-yl)-imidazo[1,2-a]pyridin-6-ylamino)-cyclohexanol), O1C=C(C=C1)B(O)O (3-furyl boronic acid). Product: ClC1=NC(=CC(=C1)C1=CN=C2N1C=C(C=C2)NC2CC(CCC2)O)C2=COC=C2 ((1SR,3RS)-3-[3-(2-Chloro-6-furan-3-yl-pyridin-4-yl)-imidazo[1,2-a]pyridin-6-ylamino]-cyclohexanol). As a reaction SMILES: Cl[C:2]1[CH:7]=[C:6]([C:8]2[N:12]3[CH:13]=[C:14]([NH:17][CH:18]4[CH2:23][CH2:22][CH2:21][CH:20]([OH:24])[CH2:19]4)[CH:15]=[CH:16][C:11]3=[N:10][CH:9]=2)[CH:5]=[C:4]([Cl:25])[N:3]=1.[O:26]1[CH:30]=[CH:29][C:28](B(O)O)=[CH:27]1>>[Cl:25][C:4]1[CH:5]=[C:6]([C:8]2[N:12]3[CH:13]=[C:14]([NH:17][CH:18]4[CH2:23][CH2:22][CH2:21][CH:20]([OH:24])[CH2:19]4)[CH:15]=[CH:16][C:11]3=[N:10][CH:9]=2)[CH:7]=[C:2]([C:28]2[CH:29]=[CH:30][O:26][CH:27]=2)[N:3]=1. Procedure: The title compound is prepared from (1SR,3RS)-3-[3-(2,6-dichloro-pyridin-4-yl)-imidazo[1,2-a]pyridin-6-ylamino)-cyclohexanol (Intermediate S) and 3-furyl boronic acid using a procedure analogous to that described in Example 2.3. The reactants are CCCCc1ccc(C(=O)CCCl)cc1, O=S(=O)(O)O. The product is CCCCc1ccc2c(c1)CCC2=O. Reaction SMILES: [CH2:1]([CH2:2][CH2:3][CH3:4])[c:5]1[cH:6][cH:7][c:8]([C:11]([CH2:12][CH2:13][Cl:14])=[O:15])[cH:9][cH:10]1.[S:16](=[O:17])(=[O:18])([OH:19])[OH:20]>>[CH2:1]([CH2:2][CH2:3][CH3:4])[c:5]1[cH:6][cH:7][c:8]2[c:9]([cH:10]1)[CH2:13][CH2:12][C:11]2=[O:15]. The reactants are Cl.C(C)NN=CC1=CC=C(C(=O)NC=2C=CC3=C(CCC(O3)CC(=O)OCC)C2)C=C1 (Ethyl rac-(3,4-Dihydro-6-(N-(4-((ethylamino)iminomethyl)benzoyl)amino)-2H-1-benzopyran-2-yl)acetate hydrochloride), [OH-].[Na+] (sodium hydroxide), C(C)(=O)O (acetic acid), O (water). The solvent is C(C)O (ethanol). Reaction conditions: time 8 hour. Product: C(C)NN=CC1=CC=C(C(=O)NC=2C=CC3=C(CCC(O3)CC(=O)O)C2)C=C1 (rac-(3,4-Dihydro-6-(N-(4-((ethylamino)iminomethyl)benzoyl)amino)-2H-1-benzopyran-2-yl)acetic acid). Reaction SMILES: Cl.[CH2:2]([NH:4][N:5]=[CH:6][C:7]1[CH:31]=[CH:30][C:10]([C:11]([NH:13][C:14]2[CH:15]=[CH:16][C:17]3[O:22][CH:21]([CH2:23][C:24]([O:26]CC)=[O:25])[CH2:20][CH2:19][C:18]=3[CH:29]=2)=[O:12])=[CH:9][CH:8]=1)[CH3:3].[OH-].[Na+].O.C(O)(=O)C>C(O)C>[CH2:2]([NH:4][N:5]=[CH:6][C:7]1[CH:8]=[CH:9][C:10]([C:11]([NH:13][C:14]2[CH:15]=[CH:16][C:17]3[O:22][CH:21]([CH2:23][C:24]([OH:26])=[O:25])[CH2:20][CH2:19][C:18]=3[CH:29]=2)=[O:12])=[CH:30][CH:31]=1)[CH3:3] |f:0.1,2.3|. Reported procedure: 0.8 g (1.8 mmol) of the ester from Example 71 were suspended in a mixture of 16 ml ethanol, 2 ml 2 N aqueous sodium hydroxide, and some drops of water. It was stirred overnight at room temperature, while the suspension became a solution, which was brought to pH 5 with 2 N acetic acid. The precipitate of the pure title compound was collected by filtration, washed successively with water and acetone, and dried in vacuo. Yield: 0.65 g (95%) of a yellow powder, m.p. 260-262° C.(dec.). Product: C1(CC1)N1C=CC(C2=CC(=CC(=C12)F)F)=O.C1(CC1)C1(CNC2=C(C=C(C=C2C1=O)F)F)C(=O)O (cyclopropyl-6,8-difluoro-1,4-dihydro-4-oxoquinoline 3-cyclopropyl-6,8-difluoro-1,4-dihydro-4-oxoquinoline-3-carboxylic acid). Procedure: A mixture of 5-amino-1-cyclopropyl-6,7,8-trifluoro-1,4-dihydro-4-oxoquinoline-3-carboxylic acid (1.5 g), trans-3-amino-4-methylpyrrolidine (0.76 g), DBU (0.77 g), and acetonitrile (30 ml) was refluxed for 7 hours. The precipitated crystals were collected by filtration after cooling, washed with acetonitrile, and dried. Recrystallization from chloroform-ethanol gave cyclopropyl-6,8-difluoro-1,4-dihydro-4-oxoquinoline-3-cyclopropyl-6,8-difluoro-1,4-dihydro-4-oxoquinoline-3-carboxylic acid (1.05 g)... As a reaction SMILES: N[C:2]1[C:11]([F:12])=[C:10](F)[C:9]([F:14])=[C:8]2[C:3]=1[C:4](=[O:21])[C:5]([C:18]([OH:20])=[O:19])=[CH:6][N:7]2[CH:15]1[CH2:17][CH2:16]1.N[C@H:23]1[C@H:27]([CH3:28])CNC1.C1CCN2C(=NCCC2)CC1>C(#N)C>[CH:15]1([N:7]2[C:8]3[C:3](=[CH:2][C:11]([F:12])=[CH:10][C:9]=3[F:14])[C:4](=[O:21])[CH:5]=[CH:6]2)[CH2:17][CH2:16]1.[CH:28]1([C:5]2([C:18]([OH:20])=[O:19])[C:4](=[O:21])[C:3]3[C:8](=[C:9]([F:14])[CH:10]=[C:11]([F:12])[CH:2]=3)[NH:7][CH2:6]2)[CH2:27][CH2:23]1 |f:4.5|. The reactants are NC1=C2C(C(=CN(C2=C(C(=C1F)F)F)C1CC1)C(=O)O)=O (5-amino-1-cyclopropyl-6,7,8-trifluoro-1,4-dihydro-4-oxoquinoline-3-carboxylic acid), N[C@@H]1CNC[C@H]1C (trans-3-amino-4-methylpyrrolidine), C1CCC2=NCCCN2CC1 (DBU). Isolated yield 85.5%. The solvent is C(C)#N (acetonitrile). The reactants are OC(C#CC1=CC(=C(C=C1)Br)F)(C)C (4-(3-hydroxy-3,3-dimethyl-1-propynyl)-2-fluoro-1-bromobenzene). The solvent is O1CCCC1 (tetrahydrofuran). The product is OC(C#CC1=CC(=C(C=C1)\C=C\CCCCC)F)(C)C (4-(3-hydroxy-3,3-dimethyl-1-propynyl)-1-(1-trans-heptenyl)-2-fluorobenzene). Yield: 160.4%. Reaction SMILES: [OH:1][C:2]([CH3:14])([CH3:13])[C:3]#[C:4][C:5]1[CH:10]=[CH:9][C:8](Br)=[C:7]([F:12])[CH:6]=1>O1CCCC1>[OH:1][C:2]([CH3:14])([CH3:13])[C:3]#[C:4][C:5]1[CH:10]=[CH:9][C:8](/[CH:13]=[CH:2]/[CH2:3][CH2:4][CH2:5][CH2:6][CH3:7])=[C:7]([F:12])[CH:6]=1. Procedure: In the same manner as in the first step of Example 2 except that a solution of E-1-heptenylcatecholborane (20 mmol) in tetrahydrofuran (50 ml) was used in place of the solution of E-1-pentenylcatecholborane and 4-(3-hydroxy-3,3-dimethyl-1-propynyl)-2-fluoro-1-bromobenzene (3.9 g, 15 mmol) was used in place of 4-(3-hydroxy-3,3-dimethyl-1-propynyl)-3-fluoro-1-bromobenzene, the reaction was carried out to obtain 4-(3-hydroxy-3,3-dimethyl-1-propynyl)-1-(1-trans-heptenyl)-2-fluorobenzene (3.3 g). Yie...